This data is from the Open Reaction Database (ORD), a public repository of structured organic reaction records. The task is: describe an organic reaction: reactants, conditions, products, and yield The reactants are C(C1=CC=CC=C1)NCCC(=O)N1C2=C(NC(C3=C1C=CC=C3)=O)C=CC=N2 (11-[3-(Benzylamino)propionyl]-5,11-dihydro-6H-pyrido[2,3-b]-[1,4]benzodiazepin-6-one). The reagents and catalysts are [Pd] (palladium-on-charcoal). Solvent: C(C)O (ethanol). Yields the product NCCC(=O)N1C2=C(NC(C3=C1C=CC=C3)=O)C=CC=N2 (11-(3-Aminopropionyl)-5,11-dihydro-6H-pyrido[2,3-b][1,4]benzodiazepin-6-one). RXN SMILES: C([NH:8][CH2:9][CH2:10][C:11]([N:13]1[C:19]2[CH:20]=[CH:21][CH:22]=[CH:23][C:18]=2[C:17](=[O:24])[NH:16][C:15]2[CH:25]=[CH:26][CH:27]=[N:28][C:14]1=2)=[O:12])C1C=CC=CC=1>C(O)C.[Pd]>[NH2:8][CH2:9][CH2:10][C:11]([N:13]1[C:19]2[CH:20]=[CH:21][CH:22]=[CH:23][C:18]=2[C:17](=[O:24])[NH:16][C:15]2[CH:25]=[CH:26][CH:27]=[N:28][C:14]1=2)=[O:12]. Reported procedure: 16.4 gm of 11-[3-(benzylamino)propionyl]-5,11-dihydro-6H-pyrido-[2.3-b][1,4]benzodiazepin-6-one (prepared according to Example 6), together with 3 g of palladium-on-charcoal, were hydrogenated in 300 ml of absolute ethanol for 7 hours at 70° C. and 5 atm. Then the catalyst was filtered off, the alcohol was distilled off, and the residue was purified on a column. After evaporation of the eluate, the residue was recrystallized from ethanol.